This data is from the Open Reaction Database (ORD), a public repository of structured organic reaction records. The task is: describe an organic reaction: reactants, conditions, products, and yield The reactants are C(C)(=O)O[C@@H]1[C@H](C\C=C/CCCC(=O)O)[C@H]([C@@H](C1)OC(C)=O)\C=C\C=C\CCCC ((5Z,13E,15E,9S,11R)-9,11-diacetoxy-5,13,15-prostatrienoic acid), [OH-].[Na+] (sodium hydroxide). Solvent: CO (methanol). Reaction conditions: time 1 hour. Product: O[C@@H]1[C@H](C\C=C/CCCC(=O)O)[C@H]([C@@H](C1)O)\C=C\C=C\CCCC ((5Z,13E,15E,9S,11R)-9,11-dihydroxy-5,13,15-prostatrienoic acid). Reaction SMILES: C([O:4][C@H:5]1[CH2:18][C@@H:17]([O:19]C(=O)C)[C@H:16](/[CH:23]=[CH:24]/[CH:25]=[CH:26]/[CH2:27][CH2:28][CH2:29][CH3:30])[C@H:6]1[CH2:7]/[CH:8]=[CH:9]\[CH2:10][CH2:11][CH2:12][C:13]([OH:15])=[O:14])(=O)C.[OH-].[Na+]>CO>[OH:4][C@H:5]1[CH2:18][C@@H:17]([OH:19])[C@H:16](/[CH:23]=[CH:24]/[CH:25]=[CH:26]/[CH2:27][CH2:28][CH2:29][CH3:30])[C@H:6]1[CH2:7]/[CH:8]=[CH:9]\[CH2:10][CH2:11][CH2:12][C:13]([OH:15])=[O:14] |f:1.2|. Procedure details: The compound 121 obtained above (3.90 g, 9.27 mmole) was dissolved in methanol (40 ml), and 10% aqueous sodium hydroxide was added to the solution, and the mixture was stirred at room temperature for one hour. Then, the mixture was treated following the procedure similar to that of Example 44 to yield a residue (2.84 g). The residue was purified with Lobar column (ethyl acetate:n-hexane:acetic acid=50:50:1), to yield the title compound 122 (2.67 g, 84%). Reactants: [BH4-].[Na+] (sodium borohydride), ClC1=CC=C(C=C1)\C=C(/C(C(C)(C)C)=O)\N1N=CN=C1 ((E)-1-(4-chlorophenyl)-2-(1,2,4-triazol-1-yl)-4,4-dimethyl-1-penten-3-one), Cl.N[C@H](C(O)(C1=CC=CC=C1)C1=CC=CC=C1)CC(C)C ((S)-2-amino-1,1-diphenyl-4-methylpentan-1-ol hydrochloride), Cl (hydrochloric acid). Solvent: CN(C=O)C (dimethylformamide), ClCCCl (1,2-dichloroethane), ClCCCl (1,2-dichloroethane). Reaction conditions: temperature -20 celsius, time 48 hour. The product is ClC1=CC=C(C=C1)\C=C(/C(C(C)(C)C)O)\N1N=CN=C1 ((+)-(E)-1-(4-chlorophenyl)-2-(1,2,4-triazol-1-yl)-4,4-dimethyl-1-penten-3 -ol). Yield: 100.0%. As a reaction SMILES: Cl.N[C@@H](CC(C)C)C(C1C=CC=CC=1)(C1C=CC=CC=1)O.[BH4-].[Na+].[Cl:24][C:25]1[CH:30]=[CH:29][C:28](/[CH:31]=[C:32](/[N:39]2[CH:43]=[N:42][CH:41]=[N:40]2)\[C:33](=[O:38])[C:34]([CH3:37])([CH3:36])[CH3:35])=[CH:27][CH:26]=1.Cl>ClCCCl.CN(C)C=O>[Cl:24][C:25]1[CH:30]=[CH:29][C:28](/[CH:31]=[C:32](/[N:39]2[CH:43]=[N:42][CH:41]=[N:40]2)\[CH:33]([OH:38])[C:34]([CH3:37])([CH3:36])[CH3:35])=[CH:27][CH:26]=1 |f:0.1,2.3|. Reported procedure: In a nitrogen atmosphere, 0.551 g (1.8 mmoles) of (S)-2-amino-1,1-diphenyl-4-methylpentan-1-ol hydrochloride was suspended in 5 ml of 1,2-dichloroethane, and after cooling to -20° C., a solution of 0.0681 g (1.8 mmoles) of sodium borohydride in 1 ml of dimethylformamide was added. The temperature of the suspension was raised from -20° C. to room temperature over 2 hours. Thereafter, a solution of 0.348 g (1.2 mmoles) of (E)-1-(4-chlorophenyl)-2-(1,2,4-triazol-1-yl)-4,4-dimethyl-1-penten-3-one in...